This data is from the Open Reaction Database (ORD), a public repository of structured organic reaction records. The task is: describe an organic reaction: reactants, conditions, products, and yield Starting materials: ClC1=C(C=CC=C1)C(CC1=CC=CC=C1)=O (1-(2-chlorophenyl)-2-phenylethanone), C(C)OC=1C=C(C=O)C=C(C1O)[N+](=O)[O-] (3-ethoxy-4-hydroxy-5-nitrobenzaldehyde), NC(=O)N (urea), Cl (HCl). The solvent is C(C)O (ethanol). Conditions: temperature 130 celsius, time 2 day. The product is ClC1=C(C=CC=C1)C1=C(C(NC(N1)=O)C1=CC(=C(C(=C1)[N+](=O)[O-])O)OCC)C1=CC=CC=C1 (6-(2-chlorophenyl)-4-(3-ethoxy-4-hydroxy-5-nitrophenyl)-5-phenyl-3,4-dihydropyrimidin-2(1H)-one). Isolated yield 14.3%. As a reaction SMILES: [Cl:1][C:2]1[CH:7]=[CH:6][CH:5]=[CH:4][C:3]=1[C:8](=O)[CH2:9][C:10]1[CH:15]=[CH:14][CH:13]=[CH:12][CH:11]=1.[CH2:17]([O:19][C:20]1[CH:21]=[C:22]([CH:25]=[C:26]([N+:29]([O-:31])=[O:30])[C:27]=1[OH:28])[CH:23]=O)[CH3:18].[NH2:32][C:33]([NH2:35])=[O:34].Cl>C(O)C>[Cl:1][C:2]1[CH:7]=[CH:6][CH:5]=[CH:4][C:3]=1[C:8]1[NH:35][C:33](=[O:34])[NH:32][CH:23]([C:22]2[CH:25]=[C:26]([N+:29]([O-:31])=[O:30])[C:27]([OH:28])=[C:20]([O:19][CH2:17][CH3:18])[CH:21]=2)[C:9]=1[C:10]1[CH:15]=[CH:14][CH:13]=[CH:12][CH:11]=1. Procedure: To a solution of 1-(2-chlorophenyl)-2-phenylethanone (100 mg, 0.43 mmol), 3-ethoxy-4-hydroxy-5-nitrobenzaldehyde (91 mg, 0.43 mmol), and urea (60 mg, 1.29 mmol) in 10 mL of ethanol was added 0.2 mL of concentrated HCl solution. The mixture was stirred at 130° C. for 2 days, concentrated under reduced pressure, and purified by preparative HPLC (40-70% acetonitrile+0.1% trifluoroacetic acid in water, over 15 min.) to give Compound 51 (28.7 mg, yield 14.2%). 1H NMR (CD3OD 400 MHz): δ 7.43 (s, 1H), ...